The task is: describe an organic reaction: reactants, conditions, products, and yield. This data is from the Open Reaction Database (ORD), a public repository of structured organic reaction records. Reactants: C[C@H]1N(C[C@@H](CC1)OC(=O)C1=CC=C(C=C1)[N+](=O)[O-])C(=O)OCC1=CC=CC=C1 (benzyl (2R,5R)-2-methyl-5-{[(4-nitrophenyl)carbonyl]oxy}piperidine-1-carboxylate), [OH-].[Na+] (NaOH), O (water). Solvent: C1CCOC1 (THF), CO (MeOH). Run at time 8 hour. The product is O[C@@H]1CC[C@H](N(C1)C(=O)OCC1=CC=CC=C1)C (Benzyl (2R,5R)-5-hydroxy-2-methylpiperidine-1-carboxylate). Reaction SMILES: [CH3:1][C@@H:2]1[CH2:7][CH2:6][C@@H:5]([O:8]C(C2C=CC([N+]([O-])=O)=CC=2)=O)[CH2:4][N:3]1[C:20]([O:22][CH2:23][C:24]1[CH:29]=[CH:28][CH:27]=[CH:26][CH:25]=1)=[O:21].[OH-].[Na+].O>C1COCC1.CO>[OH:8][C@H:5]1[CH2:4][N:3]([C:20]([O:22][CH2:23][C:24]2[CH:29]=[CH:28][CH:27]=[CH:26][CH:25]=2)=[O:21])[C@H:2]([CH3:1])[CH2:7][CH2:6]1 |f:1.2|. Procedure: To a solution of benzyl (2R,5R)-2-methyl-5-{[(4-nitrophenyl)carbonyl]oxy}piperidine-1-carboxylate (54.3 g, 136 mmol) in THF (850 mL) and MeOH (138 mL) was added 1 N NaOH (204 mL) and water (30 mL). The solution was stirred overnight, then concentrated in vacuo. The residue was diluted with minimal brine and water and extracted twice with EtOAc. The organics were washed with brine, dried over MgSO4, filtered, and concentrated to give the titled compound as a crude, orange-yellow oil which was use... Reactants: CC(C)(C)OC(=O)NC(C(=O)O)c1ccc(OCCO)cc1, CO, O=S(=O)(O)O. The product is COC(=O)C(NC(=O)OC(C)(C)C)c1ccc(OCCO)cc1. RXN SMILES: [C:1]([CH3:2])([CH3:3])([CH3:4])[O:5][C:6](=[O:7])[NH:8][CH:9]([C:10](=[O:11])[OH:12])[c:13]1[cH:14][cH:15][c:16]([O:19][CH2:20][CH2:21][OH:22])[cH:17][cH:18]1.[CH3:28][OH:29].[S:23](=[O:24])(=[O:25])([OH:26])[OH:27]>>[C:1]([CH3:2])([CH3:3])([CH3:4])[O:5][C:6](=[O:7])[NH:8][CH:9]([C:10]([O:11][CH3:28])=[O:12])[c:13]1[cH:14][cH:15][c:16]([O:19][CH2:20][CH2:21][OH:22])[cH:17][cH:18]1. Starting materials: C1=CC=CC=2C3=CC=CC=C3C(C12)COC(=O)N[C@H]1C[C@H](N(C1)C(=O)OC(C)(C)C)C(N[C@@H]1CCCC2=CC=CC=C12)=O ((2S,4S)-tert-butyl 4-((((9H-fluoren-9-yl)methoxy)carbonyl)amino)-2-(((R)-1,2,3,4-tetrahydronaphthalen-1-yl)carbamoyl)pyrrolidine-1-carboxylate), C(=O)(C(F)(F)F)O (TFA). The solvent is C(Cl)Cl (CH2Cl2). Run at time 2 hour. Yields the product [C@H]1(CCCC2=CC=CC=C12)NC(=O)[C@@H]1C[C@@H](CN1)NC(OCC1C2=CC=CC=C2C=2C=CC=CC12)=O ((9H-fluoren-9-yl)methyl ((3S,5S)-5-(((R)-1,2,3,4-tetrahydronaphthalen-1-yl)carbamoyl)pyrrolidin-3-yl)carbamate). Isolated yield 100.0%. Reaction SMILES: [CH:1]1[C:13]2[CH:12]([CH2:14][O:15][C:16]([NH:18][C@@H:19]3[CH2:23][N:22](C(OC(C)(C)C)=O)[C@H:21]([C:31](=[O:43])[NH:32][C@H:33]4[C:42]5[C:37](=[CH:38][CH:39]=[CH:40][CH:41]=5)[CH2:36][CH2:35][CH2:34]4)[CH2:20]3)=[O:17])[C:11]3[C:6](=[CH:7][CH:8]=[CH:9][CH:10]=3)[C:5]=2[CH:4]=[CH:3][CH:2]=1.C(O)(C(F)(F)F)=O>C(Cl)Cl>[C@H:33]1([NH:32][C:31]([C@H:21]2[NH:22][CH2:23][C@@H:19]([NH:18][C:16](=[O:17])[O:15][CH2:14][CH:12]3[C:11]4[CH:10]=[CH:9][CH:8]=[CH:7][C:6]=4[C:5]4[C:13]3=[CH:1][CH:2]=[CH:3][CH:4]=4)[CH2:20]2)=[O:43])[C:42]2[C:37](=[CH:38][CH:39]=[CH:40][CH:41]=2)[CH2:36][CH2:35][CH2:34]1. Procedure: To a solution of (2S,4S)-tert-butyl 4-((((9H-fluoren-9-yl)methoxy)carbonyl)amino)-2-(((R)-1,2,3,4-tetrahydronaphthalen-1-yl)carbamoyl)pyrrolidine-1-carboxylate (6.70 g, 11.5 mmol) in CH2Cl2 (50 mL) at rt was added TFA (15 mL) dropwise. The reaction mixture was stirred at rt for 2 h, and then concentrated in vacuo. The residue was dissolved in CH2Cl2 (200 mL) and washed with aq. K2HPO4 solution (50 mL). The organic layer was dried over MgSO4, filtered and concentrated in vacuo to give crude (9H-f...